From a dataset of the Open Reaction Database (ORD), a public repository of structured organic reaction records. describe an organic reaction: reactants, conditions, products, and yield Reactants: BrC1=C(N=CN1C)C1=NC=CC(=C1)C#N (2-(5-bromo-1-methyl-1H-imidazol-4-yl)pyridine-4-carbonitrile), C(C1=CC=CC=C1)NC(=O)C=1C=C(C=CC1F)B(O)O (3-(benzylcarbamoyl)-4-fluorophenyl boronic acid). The product is C(C1=CC=CC=C1)NC(C1=C(C=CC(=C1)C=1N(C=NC1C1=NC=CC(=C1)C#N)C)F)=O (N-benzyl-5-[5-(4-cyanopyridin-2-yl)-3-methylimidazol-4-yl]-2-fluorobenzamide). RXN SMILES: Br[C:2]1[N:6]([CH3:7])[CH:5]=[N:4][C:3]=1[C:8]1[CH:13]=[C:12]([C:14]#[N:15])[CH:11]=[CH:10][N:9]=1.[CH2:16]([NH:23][C:24]([C:26]1[CH:27]=[C:28](B(O)O)[CH:29]=[CH:30][C:31]=1[F:32])=[O:25])[C:17]1[CH:22]=[CH:21][CH:20]=[CH:19][CH:18]=1>>[CH2:16]([NH:23][C:24](=[O:25])[C:26]1[CH:27]=[C:28]([C:2]2[N:6]([CH3:7])[CH:5]=[N:4][C:3]=2[C:8]2[CH:13]=[C:12]([C:14]#[N:15])[CH:11]=[CH:10][N:9]=2)[CH:29]=[CH:30][C:31]=1[F:32])[C:17]1[CH:18]=[CH:19][CH:20]=[CH:21][CH:22]=1. Procedure details: The title compound was prepared from 2-(5-bromo-1-methyl-1H-imidazol-4-yl)pyridine-4-carbonitrile (PREPARATION 2) and 3-(benzylcarbamoyl)-4-fluorophenyl boronic acid according to the procedure for the preparation of Example 3, part A. [M+H] Calc'd for C24H18FN5O, 412. Found, 412. The reactants are OC1=C(C=CC=C1)C=1SC=C(N1)C(=O)NC1=NN=NN1 (2-(2-hydroxyphenyl)-N-(1H-tetrazole-5-yl)-4-thiazolecarboxamide), NCCO (2-aminoethanol). The yield is 107.3%. Yields the product NCCO.OC1=C(C=CC=C1)C=1SC=C(N1)C(=O)NC1=NN=NN1 (2-(2-hydroxyphenyl)-N-(1H-tetrazole-5-yl)-4-thiazolecarboxamide 2-aminoethanol salt). The solvent is CO (methanol). Conditions: time 30 minute. Reaction SMILES: [OH:1][C:2]1[CH:7]=[CH:6][CH:5]=[CH:4][C:3]=1[C:8]1[S:9][CH:10]=[C:11]([C:13]([NH:15][C:16]2[NH:20][N:19]=[N:18][N:17]=2)=[O:14])[N:12]=1.NCCO>CO>[NH2:12][CH2:11][CH2:13][OH:14].[OH:1][C:2]1[CH:7]=[CH:6][CH:5]=[CH:4][C:3]=1[C:8]1[S:9][CH:10]=[C:11]([C:13]([NH:15][C:16]2[NH:20][N:19]=[N:18][N:17]=2)=[O:14])[N:12]=1 |f:3.4|. Procedure: To a suspension of 2-(2-hydroxyphenyl)-N-(1H-tetrazole-5-yl)-4-thiazolecarboxamide (200 mg) in dry methanol (15 ml) was added 2-aminoethanol (0.045 ml) and allowed to dissolve. After allowing for additional 30 minutes at room temperature, the produced solids was filtered and washed with dry ether and then with dry acetone. The filtrate was concentrated and the residue was crystallized by adding dry ether. These crystals wrere combined and dried to give white solids of 2-(2-hydroxyphenyl)-N-(1H-t... The reactants are aldehydes, alkenes, ClCCCS(=O)(=O)OCC([C@H](C=C)OCC1=CC=C(C=C1)OC)(C)C ((3S)-3-[(4-Methoxyphenyl)methoxy]-2,2-dimethylpent-4-enyl (3-chloropropyl)sulfonate), O=O (oxygen), O=[O+][O-] (ozone), CSC (dimethyl sulfide). Solvent: ClCCl (dichloromethane). Yields the product ClCCCS(=O)(=O)OCC([C@H](C=O)OCC1=CC=C(C=C1)OC)(C)C ((3R)-3-[(4-Methoxyphenyl)methoxy]-2,2-dimethyl-4-oxobutyl (3-chloropropyl)sulfonate). Yield: 66.0%. As a reaction SMILES: [Cl:1][CH2:2][CH2:3][CH2:4][S:5]([O:8][CH2:9][C:10]([CH3:25])([CH3:24])[C@@H:11]([O:14][CH2:15][C:16]1[CH:21]=[CH:20][C:19]([O:22][CH3:23])=[CH:18][CH:17]=1)[CH:12]=C)(=[O:7])=[O:6].O=O.[O:28]=[O+][O-].CSC>ClCCl>[Cl:1][CH2:2][CH2:3][CH2:4][S:5]([O:8][CH2:9][C:10]([CH3:24])([CH3:25])[C@@H:11]([O:14][CH2:15][C:16]1[CH:17]=[CH:18][C:19]([O:22][CH3:23])=[CH:20][CH:21]=1)[CH:12]=[O:28])(=[O:6])=[O:7]. Procedure: Following the general procedure for the preparation of aldehydes from alkenes of Description 11, (3S)-3-[(4-methoxyphenyl)methoxy]-2,2-dimethylpent-4-enyl (3-chloropropyl)sulfonate (13a) (3.0 g, 7.7 mmol) dissolved in 100 mL of dichloromethane (DCM) was treated with a mixture of oxygen and ozone (O2/O3). Upon completion of the reaction, 2 mL (1.69 g, 27.2 mmol) of dimethyl sulfide (DMS) was added. After work-up, the crude material was purified by silica gel column chromatography using a mixture ... The reactants are COc1cc([N+](=O)[O-])ccc1OCCN1CCc2ccccc2C1, CO, ClCCl. Yields the product COc1cc(N)ccc1OCCN1CCc2ccccc2C1. As a reaction SMILES: [CH3:1][O:2][c:3]1[c:4]([O:5][CH2:6][CH2:7][N:8]2[CH2:9][c:10]3[cH:11][cH:12][cH:13][cH:14][c:15]3[CH2:16][CH2:17]2)[cH:18][cH:19][c:20]([N+:22]([O-:23])=[O:24])[cH:21]1.[CH3:25][OH:26].[Cl:27][CH2:28][Cl:29]>>[CH3:1][O:2][c:3]1[c:4]([O:5][CH2:6][CH2:7][N:8]2[CH2:9][c:10]3[cH:11][cH:12][cH:13][cH:14][c:15]3[CH2:16][CH2:17]2)[cH:18][cH:19][c:20]([NH2:22])[cH:21]1.